This data is from the Open Reaction Database (ORD), a public repository of structured organic reaction records. The task is: describe an organic reaction: reactants, conditions, products, and yield The reactants are COC(=O)C=1C(=C2C=C(C(N(C2=C(N1)C=1C=NC=CC1)CC1=CC=CC=C1)=O)CC1=CC=CC=C1)O (1,3-dibenzyl-5-hydroxy-2-oxo-8-pyridin-3-yl-1,2-dihydro-[1,7]naphthyridine-6-carboxylic acid methyl ester), NCCC(=O)O (β-alanine), C[O-].[Na+] (NaOMe). Yields the product C(C1=CC=CC=C1)N1C(C(=CC2=C(C(=NC(=C12)C=1C=NC=CC1)C(=O)NCCC(=O)O)O)CC1=CC=CC=C1)=O (3-[(1,3-Dibenzyl-5-hydroxy-2-oxo-8-pyridin-3-yl-1,2-dihydro-[1,7]naphthyridine-6-carbonyl)-amino]-propionic acid). Yield: 74.8%. RXN SMILES: C[O:2][C:3]([C:5]1[C:6]([OH:36])=[C:7]2[C:12](=[C:13]([C:15]3[CH:16]=[N:17][CH:18]=[CH:19][CH:20]=3)[N:14]=1)[N:11]([CH2:21][C:22]1[CH:27]=[CH:26][CH:25]=[CH:24][CH:23]=1)[C:10](=[O:28])[C:9]([CH2:29][C:30]1[CH:35]=[CH:34][CH:33]=[CH:32][CH:31]=1)=[CH:8]2)=O.[NH2:37][CH2:38][CH2:39][C:40]([OH:42])=[O:41].C[O-].[Na+]>>[CH2:21]([N:11]1[C:12]2[C:7](=[C:6]([OH:36])[C:5]([C:3]([NH:37][CH2:38][CH2:39][C:40]([OH:42])=[O:41])=[O:2])=[N:14][C:13]=2[C:15]2[CH:16]=[N:17][CH:18]=[CH:19][CH:20]=2)[CH:8]=[C:9]([CH2:29][C:30]2[CH:31]=[CH:32][CH:33]=[CH:34][CH:35]=2)[C:10]1=[O:28])[C:22]1[CH:27]=[CH:26][CH:25]=[CH:24][CH:23]=1 |f:2.3|. Procedure details: A mixture of 1,3-dibenzyl-5-hydroxy-2-oxo-8-pyridin-3-yl-1,2-dihydro-[1,7]naphthyridine-6-carboxylic acid methyl ester (24 mg, 0.050 mmol), β-alanine (2.39 g, 26.8 mmol) and NaOMe solution (40 mL, 20 mmol, 0.5 M in MeOH) was refluxed for 16 h. After the mixture was cooled to r.t., the solvent was evaporated in vacuo. The residue was dissolved in saturated NaHCO3 and washed with ether. The aqueous layer was acidified to pH about 3, and the resulting mixture was extracted with EtOAc. The organic l... Starting materials: FC1=C(C=CC(=C1)F)C(O)C1=CC=CC=C1 ((2,4-difluorophenyl)phenylmethanol), O.C1(=CC=C(C=C1)S(=O)(=O)O)C (p-toluenesulfonic acid monohydrate), OC1CCNCC1 (4-hydroxypiperidine). Solvent: C1(=CC=CC=C1)C (toluene). Product: FC1=C(C=CC(=C1)F)C(OC1CCNCC1)C1=CC=CC=C1 ((±)-4-[(2,4-Difluorophenyl)phenylmethoxy]piperidine). Isolated yield 54.9%. RXN SMILES: [F:1][C:2]1[CH:7]=[C:6]([F:8])[CH:5]=[CH:4][C:3]=1[CH:9]([C:11]1[CH:16]=[CH:15][CH:14]=[CH:13][CH:12]=1)[OH:10].O.C1(C)C=CC(S(O)(=O)=O)=CC=1.O[CH:30]1[CH2:35][CH2:34][NH:33][CH2:32][CH2:31]1>C1(C)C=CC=CC=1>[F:1][C:2]1[CH:7]=[C:6]([F:8])[CH:5]=[CH:4][C:3]=1[CH:9]([C:11]1[CH:12]=[CH:13][CH:14]=[CH:15][CH:16]=1)[O:10][CH:30]1[CH2:35][CH2:34][NH:33][CH2:32][CH2:31]1 |f:1.2|. Procedure details: Molecular sieves, (2,4-difluorophenyl)phenylmethanol (3.69 g, 16.8 mmol), and p-toluenesulfonic acid monohydrate (3.84 g, 20.2 mmol) were added to a suspension of 4-hydroxypiperidine (1.7 g, 16.8 mmol) in toluene, and the mixture was refluxed for 3 hours while removing water using a Dean-Stark condenser. After the completion of the reaction was confirmed by HPLC, the reaction mixture was allowed to cool down to a room temperature. From the reaction mixture, the insoluble matter was removed, and ... The reactants are CC1(C(NC(N1)=O)=O)C (5,5-dimethylhydantoin), C(C=C)Cl (allyl chloride), C([O-])([O-])=O.[K+].[K+] (potassium carbonate). The solvent is CN(C=O)C (dimethylformamide). Product: C(C=C)N1C(NC(C1=O)(C)C)=O (3-Allyl-5,5-dimethylhydantoin). Reaction SMILES: [CH3:1][C:2]1([CH3:9])[NH:6][C:5](=[O:7])[NH:4][C:3]1=[O:8].[CH2:10](Cl)[CH:11]=[CH2:12].C(=O)([O-])[O-].[K+].[K+]>CN(C)C=O>[CH2:12]([N:4]1[C:3](=[O:8])[C:2]([CH3:9])([CH3:1])[NH:6][C:5]1=[O:7])[CH:11]=[CH2:10] |f:2.3.4|. Reported procedure: 640.6 g (5 mols) of 5,5-dimethylhydantoin, 420.9 g (5 mols+10% excess) of allyl chloride, 380.1 g (2.5 mols+10% excess) of potassium carbonate and 1,000 ml of dimethylformamide are reacted, and worked up, analogously to Example 1. 820 g (97.5% of theory) of a brownish waxy crude product are obtained and are purified by distillation. 713.7 g (84.9% of theory) of a distillate are obtained; this boils at 114° C./13.3 Pas and melts at 66.2°-68.7° C. Starting materials: ice, BrCCC=C1CC2=C(OC3=NC=CC=C31)C=CC=C2 (5-(3-Bromopropylidene)-5,11-dihydro[1]benzoxepino[2,3-b]pyridine), C(C)(=O)Cl (acetyl chloride), [Cl-].[Al+3].[Cl-].[Cl-] (aluminum chloride). Solvent: ClCCl (dichloromethane). Reaction conditions: temperature 0 celsius. Yields the product C(C)(=O)C1=CC=CC2=C1CC(C=1C(=NC=CC1)O2)=CCCBr (7-Acetyl-5-(3-bromopropylidene)-5,11-dihydro[1]benzoxepino[2,3-b]pyridine). RXN SMILES: [Br:1][CH2:2][CH2:3][CH:4]=[C:5]1[C:15]2[C:10](=[N:11][CH:12]=[CH:13][CH:14]=2)[O:9][C:8]2[CH:16]=[CH:17][CH:18]=[CH:19][C:7]=2[CH2:6]1.[Cl-].[Al+3].[Cl-].[Cl-].[C:24](Cl)(=[O:26])[CH3:25]>ClCCl>[C:24]([C:19]1[C:7]2[CH2:6][C:5](=[CH:4][CH2:3][CH2:2][Br:1])[C:15]3[C:10]([O:9][C:8]=2[CH:16]=[CH:17][CH:18]=1)=[N:11][CH:12]=[CH:13][CH:14]=3)(=[O:26])[CH3:25] |f:1.2.3.4|. Procedure: A dry 3 L three-necked, round-bottomed flask was fitted with a magnetic stirring bar, a glass stopper, a rubber septum, and an argon inlet. Under an argon atmosphere, 94.0 g. of 5-(3-Bromopropylidene)-5,11-dihydro[1]benzoxepino[2,3-b]pyridine (0.30 mole) and 900 mL of dry dichloromethane were added to the flask and the flask was cooled with an ice bath. To the solution was slowly added 78.5 g. of aluminum chloride (0.83 mole), followed by 17.8 mL of acetyl chloride (0.25 mole), and the mixture w...